Dataset: the Open Reaction Database (ORD), a public repository of structured organic reaction records. Task: describe an organic reaction: reactants, conditions, products, and yield The reactants are C(C)OP(=O)(OCC)NC=1SC=C(N1)/C(/C(=O)O)=N/OC ((Z)-2-[(Diethoxyphosphinyl)amino1-α-(methoxyimino)-4-thiazoleacetic Acid), C(C)OP(=O)(OCC)NC=1SC=C(N1)C(C(=O)NC1C2SCC(=C(N2C1=O)C(=O)OCC1=CC=C(C=C1)OC)CSC1=NN=NN1C)=NOC (7-[[[2-[(diethoxyphosphinyl)amino]-4-thiazolyl]-(methoxyimino)acetyl]amino]-3-[[(1-methyl-1H-tetrazol-5-yl)thio]methyl]-8-oxo-5-thia-1-azabicyclo[4.2.0]oct-2-ene-2-carboxylic acid, (4-methoxyphenyl)methyl ester), C1(=CC=CC=C1)OC (anisole). Run in FC(C(=O)O)(F)F (trifluoroacetic acid), C([O-])(O)=O (bicarbonate). Product: C(C)OP(=O)(OCC)NC=1SC=C(N1)C(C(=O)NC1C2SCC(=C(N2C1=O)C(=O)O)CSC1=NN=NN1C)=NOC (7-[[[2-[(Diethoxyphosphinyl)amino]-4-thiazolyl]-(methoxyimino)acetyl]amino]-3-[[(1-methyl-1H-tetrazol-5-yl)thio]methyl]-8-oxo-5-thia-1-azabicyclo[4.2.0]oct-2-ene2-carboxylic Acid). Reaction SMILES: C(OP(NC1SC=C(/C(=N/OC)/C(O)=O)N=1)(OCC)=O)C.[CH2:22]([O:24][P:25]([NH:30][C:31]1[S:32][CH:33]=[C:34]([C:36](=[N:69][O:70][CH3:71])[C:37]([NH:39][CH:40]2[C:47](=[O:48])[N:46]3[CH:41]2[S:42][CH2:43][C:44]([CH2:61][S:62][C:63]2[N:67]([CH3:68])[N:66]=[N:65][N:64]=2)=[C:45]3[C:49]([O:51]CC2C=CC(OC)=CC=2)=[O:50])=[O:38])[N:35]=1)([O:27][CH2:28][CH3:29])=[O:26])[CH3:23].C1(OC)C=CC=CC=1>FC(F)(F)C(O)=O.C(=O)(O)[O-]>[CH2:28]([O:27][P:25]([NH:30][C:31]1[S:32][CH:33]=[C:34]([C:36](=[N:69][O:70][CH3:71])[C:37]([NH:39][CH:40]2[C:47](=[O:48])[N:46]3[CH:41]2[S:42][CH2:43][C:44]([CH2:61][S:62][C:63]2[N:67]([CH3:68])[N:66]=[N:65][N:64]=2)=[C:45]3[C:49]([OH:51])=[O:50])=[O:38])[N:35]=1)([O:24][CH2:22][CH3:23])=[O:26])[CH3:29]. Reported procedure: The procedure of example 68 was repeated using 350 mg of [6R-[6-α, 7-β (Z)]]-7-[[[2-[(diethoxyphosphinyl)amino]-4-thiazolyl]-(methoxyimino)acetyl]amino]-3-[[(1-methyl-1H-tetrazol-5-yl)thio]methyl]-8-oxo-5-thia-1-azabicyclo[4.2.0]oct-2-ene-2-carboxylic acid, (4-methoxyphenyl)methyl ester and 0.075 ml anisole in trifluoroacetic acid for 5 minutes. The product was obtained by acidification in aqueous bicarbonate and extraction with methylene chloride in the pH range 3.2 to 3.0 to give 200 mg of the... The reactants are NC1=C(C=C(C=C1)C(C)=O)OC1=C(C=C(C=C1)F)F (4'-amino-3'-(2,4-difluorophenoxy)acetophenone), CN(S(=O)(=O)Cl)C (dimethylsulfamoyl chloride), aqueous solution, Cl (hydrochloric acid). Run in N1=CC=CC=C1 (pyridine). Conditions: temperature 80 celsius, time 11 hour. Product: FC1=C(OC=2C=C(C=CC2NS(N(C)C)(=O)=O)C(C)=O)C=CC(=C1)F (3'-(2,4-difluorophenoxy)-4'-(dimethylsulfamoylamino)acetophenone). Yield: 33.4%. As a reaction SMILES: [NH2:1][C:2]1[CH:7]=[CH:6][C:5]([C:8](=[O:10])[CH3:9])=[CH:4][C:3]=1[O:11][C:12]1[CH:17]=[CH:16][C:15]([F:18])=[CH:14][C:13]=1[F:19].[CH3:20][N:21]([CH3:26])[S:22](Cl)(=[O:24])=[O:23].Cl>N1C=CC=CC=1>[F:19][C:13]1[CH:14]=[C:15]([F:18])[CH:16]=[CH:17][C:12]=1[O:11][C:3]1[CH:4]=[C:5]([C:8](=[O:10])[CH3:9])[CH:6]=[CH:7][C:2]=1[NH:1][S:22](=[O:24])(=[O:23])[N:21]([CH3:26])[CH3:20]. Procedure details: A mixture of 4'-amino-3'-(2,4-difluorophenoxy)acetophenone (2.0 g) and dimethylsulfamoyl chloride (11 g) in pyridine (20 ml) was stirred for 11 hours at 80° C. After cooling, the reaction mixture was poured into 2N aqueous solution of hydrochloric acid (200 ml) and extracted with ethyl acetate. The extract was washed with water, dried, and concentrated in vacuo. The residue was purified by column chromatography on silica gel (100 g) eluting with a mixture of toluene and ethyl acetate (20:1), and... The reactants are C(C=C)S[C@]1(C[C@H](N(C1)C([C@H](CCCCCC=C)NC(=O)OC(C)(C)C)=O)C(=O)OC)C1=CC=C(C=C1)C1=CC=CC=C1 ((2S,4R)-methyl 4-(allylthio)-4-(biphenyl-4-yl)-1-((S)-2-(tert-butoxycarbonylamino)non-8-enoyl)pyrrolidine-2-carboxylate), SC1=C(C(=O)O)C=CC=N1 (2-Mercaptonicotinic acid). Reagents/catalysts: CC1=CC(=C(C(=C1)C)N2CCN(C2=[Ru](=CC3=C(C=CC=C3)OC(C)C)(Cl)Cl)C4=C(C=C(C=C4C)C)C)C (Hoveyda-Grubbs Catalyst 2nd Generation). Solvent: ClCCl (Dichloromethane). The product is desired product, C1(=CC=C(C=C1)[C@]12SC/C=C/CCCCC[C@@H](C(N([C@@H](C1)C(=O)OC)C2)=O)NC(=O)OC(C)(C)C)C2=CC=CC=C2 ((3S,13R,15S,E)-methyl 13-(biphenyl-4-yl)-3-(tert-butoxycarbonylamino)-2-oxo-12-thia-1-azabicyclo[11.2.1]hexadec-9-ene-15-carboxylate). The yield is 71.4%. RXN SMILES: [CH2:1]([S:4][C@:5]1([C:32]2[CH:37]=[CH:36][C:35]([C:38]3[CH:43]=[CH:42][CH:41]=[CH:40][CH:39]=3)=[CH:34][CH:33]=2)[CH2:9][N:8]([C:10](=[O:27])[C@@H:11]([NH:19][C:20]([O:22][C:23]([CH3:26])([CH3:25])[CH3:24])=[O:21])[CH2:12][CH2:13][CH2:14][CH2:15][CH2:16][CH:17]=C)[C@H:7]([C:28]([O:30][CH3:31])=[O:29])[CH2:6]1)[CH:2]=C.SC1N=CC=CC=1C(O)=O>ClCCl.CC1C=C(C)C(N2C(=[Ru](Cl)(Cl)=CC3C=CC=CC=3OC(C)C)N(C3C(C)=CC(C)=CC=3C)CC2)=C(C)C=1>[C:35]1([C:38]2[CH:39]=[CH:40][CH:41]=[CH:42][CH:43]=2)[CH:36]=[CH:37][C:32]([C@@:5]23[CH2:9][N:8]([C@H:7]([C:28]([O:30][CH3:31])=[O:29])[CH2:6]2)[C:10](=[O:27])[C@@H:11]([NH:19][C:20]([O:22][C:23]([CH3:25])([CH3:26])[CH3:24])=[O:21])[CH2:12][CH2:13][CH2:14][CH2:15][CH2:16][CH:17]=[CH:2][CH2:1][S:4]3)=[CH:33][CH:34]=1. Procedure details: A solution of (2S,4R)-methyl 4-(allylthio)-4-(biphenyl-4-yl)-1-((S)-2-(tert-butoxycarbonylamino)non-8-enoyl)pyrrolidine-2-carboxylate (123 mg, 0.203 mmol) in Dichloromethane (50 mL) was purged with nitrogen for 30 min. And then Hoveyda-Grubbs Catalyst 2nd Generation (153 mg, 0.243 mmol) was added. The resulting green solution was heated to reflux for 5 h. The reaction was quenched with 2-Mercaptonicotinic acid (62.9 mg, 0.405 mmol) and washed with sat. Na2CO3, and brine. Dried over MgSO4, filter... Starting materials: COC1=CC(=C(N)C=C1)C (4-methoxy-2-methylaniline), C1(=CC=CC=C1)S(=O)(=O)N1C=C(C=2C1=NC=CC2)C2=NC(=NC=C2)Cl (1-benzenesulfonyl-3-(2-chloro-pyrimidin-4-yl)-1H-pyrrolo[2,3-b]pyridine). The product is COC1=CC(=C(C=C1)NC1=NC=CC(=N1)C1=CNC2=NC=CC=C21)C ((4-Methoxy-2-methylphenyl)-[4-(1H-pyrrolo[2,3-b]pyridin-3-yl)-pyrimidin-2-yl]-amine). Isolated yield 20.1%. As a reaction SMILES: [CH3:1][O:2][C:3]1[CH:9]=[CH:8][C:6]([NH2:7])=[C:5]([CH3:10])[CH:4]=1.C1(S([N:20]2[C:24]3=[N:25][CH:26]=[CH:27][CH:28]=[C:23]3[C:22]([C:29]3[CH:34]=[CH:33][N:32]=[C:31](Cl)[N:30]=3)=[CH:21]2)(=O)=O)C=CC=CC=1>>[CH3:1][O:2][C:3]1[CH:9]=[CH:8][C:6]([NH:7][C:31]2[N:30]=[C:29]([C:22]3[C:23]4[C:24](=[N:25][CH:26]=[CH:27][CH:28]=4)[NH:20][CH:21]=3)[CH:34]=[CH:33][N:32]=2)=[C:5]([CH3:10])[CH:4]=1. Procedure details: Using the procedure of example 1, 4-methoxy-2-methylaniline, (111 mg) was reacted with compound 1f (100 mg) to provide compound 27 (18 mg, 20%). 1H NMR (400 MHz, CD3OD) δ 8.48 (d, J=7.2 Hz, 1H), 8.20 (d, J=4.8 Hz, 1H), 8.17 (s, 1H), 8.15 (d, J=5.2 Hz, 1H), 7.31 (d, J=8.4 Hz, 1H), 7.10 (d, J=5.6 Hz, 1H), 7.03 (m, 1H), 6.90 (s, 1H), 6.84 (d, J=8.4 Hz, 1H), 3.84 (s, 3H), 2.26 (s, 3H). MS (ESI) m/z: 332 (M+H)+. Starting materials: COC1=C(C=CC=C1CC(F)(F)F)C (2-Methoxy-1-methyl-3-(2,2,2-trifluoro-ethyl)-benzene), B(Br)(Br)Br (BBr3). Solvent: ClCCl (dichloromethane). Run at time 12 hour. The product is CC1=C(C(=CC=C1)CC(F)(F)F)O (2-Methyl-6-(2,2,2-trifluoro-ethyl)-phenol). Yield: 79.3%. Reaction SMILES: C[O:2][C:3]1[C:8]([CH2:9][C:10]([F:13])([F:12])[F:11])=[CH:7][CH:6]=[CH:5][C:4]=1[CH3:14].B(Br)(Br)Br>ClCCl>[CH3:14][C:4]1[CH:5]=[CH:6][CH:7]=[C:8]([CH2:9][C:10]([F:11])([F:12])[F:13])[C:3]=1[OH:2]. Reported procedure: 2-Methoxy-1-methyl-3-(2,2,2-trifluoro-ethyl)-benzene(6.0 g) was dissolved in dichloromethane (100 ml) and BBr3 (100 ml) added. The reaction was allowed to stir at room temperature for 12 hrs, after which time it was quenched slowly with cHCl. The mixture was then made basic with 2N NaOH solution and the organics discarded. The aqueous was acidified with 1N HCl and the product extracted with ethyl acetate to afford the title compound as a brown oil (4.43 g). LCMS: APCI−VE=189 Reactants: BrC=1C=C(C(=NC1)N)C=1OC2=C(N1)C(=CC=C2)F (5-bromo-3-(4-fluoro-1,3-benzoxazol-2-yl)pyridin-2-amine), C(OC(C)(C)C)(OC(C)(C)C)=O (di-tert-butyl carbonate). Reagents/catalysts: CN(C1=CC=NC=C1)C (N,N-dimethylpyridin-4-amine). Run in CN(C)C=O (DMF). Run at temperature 25 celsius, time 45 hour. The product is BrC=1C=C(C(=NC1)N(C(OC(C)(C)C)=O)C(=O)OC(C)(C)C)C=1OC2=C(N1)C(=CC=C2)F (tert-butyl N-[5-bromo-3-(4-fluoro-1,3-benzoxazol-2-yl)-2-pyridyl]-N-tert-butoxycarbonyl-carbamate). Yield: 89.4%. RXN SMILES: [Br:1][C:2]1[CH:3]=[C:4]([C:9]2[O:10][C:11]3[CH:17]=[CH:16][CH:15]=[C:14]([F:18])[C:12]=3[N:13]=2)[C:5]([NH2:8])=[N:6][CH:7]=1.[C:19](=[O:30])([O:25][C:26]([CH3:29])([CH3:28])[CH3:27])OC(C)(C)C>CN(C)C1C=CN=CC=1.CN(C=O)C>[Br:1][C:2]1[CH:3]=[C:4]([C:9]2[O:10][C:11]3[CH:17]=[CH:16][CH:15]=[C:14]([F:18])[C:12]=3[N:13]=2)[C:5]([N:8]([C:19]([O:25][C:26]([CH3:27])([CH3:28])[CH3:29])=[O:30])[C:19](=[O:30])[O:25][C:26]([CH3:29])([CH3:28])[CH3:27])=[N:6][CH:7]=1. Procedure details: N,N-dimethylpyridin-4-amine (0.190 g), was added to a stirred suspension of 5-bromo-3-(4-fluoro-1,3-benzoxazol-2-yl)pyridin-2-amine (2.4 g) and di-tert-butyl carbonate (4.83 g) in DMF (50 ml) at 25° C. under nitrogen. The resulting suspension was stirred at 25° C. for 45 hours. The DMF was evaporated under reduce pressure. The mixture was adsorbed on silica gel. The crude product was purified by flash chromatography on silica gel eluting with 0 to 2% methanol in dichloromethane. The solvent was ...